From a dataset of the Open Reaction Database (ORD), a public repository of structured organic reaction records. describe an organic reaction: reactants, conditions, products, and yield Reactants: CC(C)N(NC(=O)c1ccccc1)C(=O)COc1ccc(F)cc1Br, O=C([O-])[O-], CCc1ccccc1B(O)O, COCCOC, [Na+], [Na+]. Yields the product CCc1ccccc1-c1cc(F)ccc1OCC(=O)N(NC(=O)c1ccccc1)C(C)C. Reaction SMILES: [Br:1][c:2]1[c:3]([O:4][CH2:5][C:6](=[O:7])[N:8]([NH:9][C:10]([c:11]2[cH:12][cH:13][cH:14][cH:15][cH:16]2)=[O:17])[CH:18]([CH3:19])[CH3:20])[cH:21][cH:22][c:23]([F:25])[cH:24]1.[C:26](=[O:27])([O-:28])[O-:29].[CH2:32]([CH3:33])[c:34]1[c:35]([B:40]([OH:41])[OH:42])[cH:36][cH:37][cH:38][cH:39]1.[CH3:43][O:44][CH2:45][CH2:46][O:47][CH3:48].[Na+:30].[Na+:31]>>[c:2]1(-[c:35]2[c:34]([CH2:32][CH3:33])[cH:39][cH:38][cH:37][cH:36]2)[c:3]([O:4][CH2:5][C:6](=[O:7])[N:8]([NH:9][C:10]([c:11]2[cH:12][cH:13][cH:14][cH:15][cH:16]2)=[O:17])[CH:18]([CH3:19])[CH3:20])[cH:21][cH:22][c:23]([F:25])[cH:24]1. The reactants are C(C)(C)CC(C)(C)C.C(C)(=O)OCC (isooctane ethyl acetate), 3-acetates, hydroxy methyl ketones, 16α-methyl, O (water), Cl (HCl), C(C)(=O)O[C@@H]1CC2=CC[C@H]3[C@@H]4CC(=C([C@@]4(C)CC[C@@H]3[C@]2(CC1)C)NC(C)=O)C (17-acetamido-16-methyl-5,16-androstadien-3β-ol acetate). Run in C1CCOC1 (THF). The product is C[C@@H]1C([C@]2(C)[C@@H](C1)[C@@H]1CC=C3CCCC[C@]3(C)[C@H]1CC2)=O (16β-methyl-5-androsten-17-one). Reaction SMILES: C(O[C@H:5]1[CH2:22][CH2:21][C@@:20]2([CH3:23])[C:7](=[CH:8][CH2:9][C@@H:10]3[C@@H:19]2[CH2:18][CH2:17][C@@:15]2([CH3:16])[C@H:11]3[CH2:12][C:13]([CH3:28])=[C:14]2NC(=O)C)[CH2:6]1)(=O)C.[OH2:29].Cl.C(CC(C)(C)C)(C)C.C(OCC)(=O)C>C1COCC1>[CH3:28][C@H:13]1[CH2:12][C@H:11]2[C@H:10]3[C@H:19]([CH2:18][CH2:17][C@:15]2([CH3:16])[C:14]1=[O:29])[C@:20]1([CH3:23])[C:7]([CH2:6][CH2:5][CH2:22][CH2:21]1)=[CH:8][CH2:9]3 |f:3.4|. Procedure details: The crude methyl enamide acetate (3, 1.94 g) was refluxed in 100 ml each of THF and water with 10 ml of concentrated HCl for 31/2 hours. Following the usual work-up the crude hydroxy methyl ketones (5 and 6) were converted to the 3-acetates. Silica gel thin layer chromotography using isooctane-ethyl acetate (21:4) roughly showed a 3:1 mixture of polar (Rf 0.17) and mobile (Rf 0.21) products, representing a mixture of the 16α-methyl and 16β-methyl-17-ones, respectively. Crystallization of the ori... Yield: 25.0%. Solvent: C(C)(=O)OCC (ethyl acetate). As a reaction SMILES: [N+](C1C=CC(C2SC=CC=2)=CC=1NC(=O)C1C=CC(C2NN=NN=2)=CC=1)([O-])=O.[CH3:29][O:30][C:31]1[CH:53]=[CH:52][C:34]([C:35]([NH:37][C:38]2[CH:43]=[C:42]([C:44]3[NH:45][N:46]=[N:47][CH:48]=3)[CH:41]=[CH:40][C:39]=2[N+:49]([O-])=O)=[O:36])=[CH:33][CH:32]=1.CO>C(OCC)(=O)C>[NH2:49][C:39]1[CH:40]=[CH:41][C:42]([C:44]2[NH:45][N:46]=[N:47][CH:48]=2)=[CH:43][C:38]=1[NH:37][C:35](=[O:36])[C:34]1[CH:52]=[CH:53][C:31]([O:30][CH3:29])=[CH:32][CH:33]=1. The product is NC1=C(C=C(C=C1)C=1NN=NC1)NC(C1=CC=C(C=C1)OC)=O (N-(2-Amino-5-(3H-1,2,3-triazol-4-yl)phenyl)-4-methoxybenzamide). Reactants: [N+](=O)([O-])C1=C(C=C(C=C1)C=1SC=CC1)NC(C1=CC=C(C=C1)C1=NN=NN1)=O (N-(2-Nitro-5-(thiophen-2-yl)phenyl)-4-(1H-tetrazol-5-yl)benzamide), COC1=CC=C(C(=O)NC2=C(C=CC(=C2)C=2NN=NC2)[N+](=O)[O-])C=C1 (4-Methoxy-N-(2-nitro-5-(3H-1,2,3-triazol-4-yl)phenyl)benzamide), CO (methanol). Procedure details: Following the same procedure as described in Example 48, step 3 (scheme 36) but substituting compound 171 for the compound 272 and using ethyl acetate as a solvent instead of methanol, the title compound 273 was obtained in 25% yield (over two steps). 1H NMR: (400.2 MHz, DMSO) δ (ppm): 9.62 (s, 1H); 8.08 (bs, 2H); 7.97 (d, J=8.5 Hz; 2H); 7.62 (s, 1H); 7.45 (d, J=8.2 Hz; 1H); 7.03 (d, J=8.5 Hz; 2H); 6.82 (d, J=8.2 Hz; 1H); 5.11 (bs, 2H); 3.83 (s, 3H). MS: calc: 309.3; found: 310.1 (M+H) Reactants: OCCC1=CC=C(C=C1)NC1=C(C=NC=C1)[N+](=O)[O-] (4-[4-(2-Hydroxyethyl)phenylamino]-3-nitropyridine), stannous chloride dihydrate. Solvent: C(C)O (ethanol). The product is NC=1C=NC=CC1NC1=CC=C(C=C1)CCO (3-Amino-4-[4-(2-hydroxyethyl)phenylamino]pyridine). Isolated yield 98.2%. As a reaction SMILES: [OH:1][CH2:2][CH2:3][C:4]1[CH:9]=[CH:8][C:7]([NH:10][C:11]2[CH:16]=[CH:15][N:14]=[CH:13][C:12]=2[N+:17]([O-])=O)=[CH:6][CH:5]=1>C(O)C>[NH2:17][C:12]1[CH:13]=[N:14][CH:15]=[CH:16][C:11]=1[NH:10][C:7]1[CH:8]=[CH:9][C:4]([CH2:3][CH2:2][OH:1])=[CH:5][CH:6]=1. Reported procedure: 4-[4-(2-Hydroxyethyl)phenylamino]-3-nitropyridine (5.18 g) and stannous chloride dihydrate (22.56 g) were suspended in ethanol (100 ml) and heated at reflux for 45 minutes. The mixture was concentrated under vacuum, basified to pH8 with 2M sodium hydroxide solution and then extracted with ethyl acetate (3×200 ml). The combined organic extracts were dried over Na2SO4, filtered and evaporated under vacuum to give the crude product, (4.5 g), which was used directly in the next step. Reactants: S1C=2N(C=C1)C(=NC2)C(C(=O)OCC)=C (ethyl 2-(imidazo[5,1-b]-thiazol-5-yl)acrylate), N (ammonia). Run in CO (methanol). Reaction conditions: time 7 day. The product is S1C=2N(C=C1)C(=NC2)C(C(=O)N)=C (2-(Imidazo[5,1-b]thiazol-5-yl)acrylamide). Isolated yield 83.0%. Reaction SMILES: [S:1]1[CH:5]=[CH:4][N:3]2[C:6]([C:9](=[CH2:15])[C:10](OCC)=[O:11])=[N:7][CH:8]=[C:2]12.[NH3:16]>CO>[S:1]1[CH:5]=[CH:4][N:3]2[C:6]([C:9](=[CH2:15])[C:10]([NH2:16])=[O:11])=[N:7][CH:8]=[C:2]12. Reported procedure: A solution of 0.445 g of the ethyl 2-(imidazo[5,1-b]-thiazol-5-yl)acrylate obtained in Preparation 26 in 20 ml of methanol was saturated with ammonia gas with ice-cooling. This was sealed tightly, and stirred at room temperature for 7 days. The reaction solution was concentrated, and then purified by using a Sephadex LH 20 column (500 ml), eluting with a 1:1 mixture of methanol and chloroform to give 0.320 g (yield 83%) of the title compound. Reactants: CC1(C(=NC=2C=CC3=C(C12)C=CC=C3)C(=O)O)C (1,1-dimethyl-1H-benzo[e]indole-2-carboxylic acid), C(C(=O)Cl)(=O)Cl (oxalyl chloride). The solvent is Cl (HCl). Run at time 1.5 hour. Yields the product CC1(C(=NC=2C=CC3=C(C12)C=CC=C3)C(=O)Cl)C (1,1-dimethyl-1H-benzo[e]indole-2-carboxylic acid chloride). As a reaction SMILES: [CH3:1][C:2]1([CH3:18])[C:10]2[C:9]3[CH:11]=[CH:12][CH:13]=[CH:14][C:8]=3[CH:7]=[CH:6][C:5]=2[N:4]=[C:3]1[C:15](O)=[O:16].C(Cl)(=O)C([Cl:22])=O>Cl>[CH3:1][C:2]1([CH3:18])[C:10]2[C:9]3[CH:11]=[CH:12][CH:13]=[CH:14][C:8]=3[CH:7]=[CH:6][C:5]=2[N:4]=[C:3]1[C:15]([Cl:22])=[O:16]. Procedure: 100 mg 1,1-dimethyl-1H-benzo[e]indole-2-carboxylic acid 3 (see under Example 1) were dissolved in 1.6 mL oxalyl chloride under vigorous developement of HCl-gas. While the solution was stirred at ambient temperature slowly a bright yellow began to precipitate. After 1.5 hours the reaction was complete and the excess of oxalylchloride was removed by distillation to give a yellow solid which was used without further purification. Reactants: Cl.CNOC (N,O-dimethylhydroxylamine hydrochloride), COC1(CC(C1)C(=O)OC)OC (Methyl 3,3-dimethoxycyclobutanecarboxylate), C(C)(C)[Mg]Cl (isopropylmagnesium chloride). Run in C1CCOC1 (THF). Run at temperature 0 celsius, time 2 hour. The product is CON(C(=O)C1CC(C1)(OC)OC)C (N,3,3-trimethoxy-N-methylcyclobutanecarboxamide). Isolated yield 67.4%. Reaction SMILES: [CH3:1][O:2][C:3]1([O:11][CH3:12])[CH2:6][CH:5]([C:7]([O:9]C)=O)[CH2:4]1.Cl.[CH3:14][NH:15][O:16][CH3:17].C([Mg]Cl)(C)C>C1COCC1>[CH3:17][O:16][N:15]([CH3:14])[C:7]([CH:5]1[CH2:4][C:3]([O:2][CH3:1])([O:11][CH3:12])[CH2:6]1)=[O:9] |f:1.2|. Procedure: Methyl 3,3-dimethoxycyclobutanecarboxylate (11.65 g, 66.9 mmol) was dissolved in THF (134 mL) and treated with N,O-dimethylhydroxylamine hydrochloride (10.12 g, 103.7 mmol). The mixture was cooled to 0° C. and treated with isopropylmagnesium chloride (2 M solution in THF, 100.3 mL, 200.7 mmol) and stirred for 2 h. The reaction was quenched with saturated ammonium chloride solution (75 mL), diluted with ethyl acetate, washed with water and saturated aqueous sodium chloride, and concentrated in va... The reactants are O=[N+]([O-])c1cccnc1Cl, O=S(=O)(c1ccc2ccccc2c1)C1CCNCC1. Yields the product O=[N+]([O-])c1cccnc1N1CCC(S(=O)(=O)c2ccc3ccccc3c2)CC1. RXN SMILES: [Cl:20][c:21]1[n:22][cH:23][cH:24][cH:25][c:26]1[N+:27](=[O:28])[O-:29].[cH:1]1[c:2]([S:11](=[O:12])(=[O:13])[CH:14]2[CH2:15][CH2:16][NH:17][CH2:18][CH2:19]2)[cH:3][cH:4][c:5]2[cH:6][cH:7][cH:8][cH:9][c:10]12>>[cH:1]1[c:2]([S:11](=[O:12])(=[O:13])[CH:14]2[CH2:15][CH2:16][N:17]([c:21]3[n:22][cH:23][cH:24][cH:25][c:26]3[N+:27](=[O:28])[O-:29])[CH2:18][CH2:19]2)[cH:3][cH:4][c:5]2[cH:6][cH:7][cH:8][cH:9][c:10]12. Reaction SMILES: [C:8]([O:9][C:13](=[O:10])[N:15]1[CH2:16][CH:17]([CH2:21][CH2:22][CH:23]([C:24](=[O:25])[NH:26][c:27]2[cH:28][cH:29][cH:30][cH:31][cH:32]2)[CH3:33])[CH2:18][CH2:19][CH2:20]1)([CH3:11])([CH3:12])[CH3:14].[CH3:52][C:53](=[O:54])[OH:55].[CH:34]([CH2:35][c:37]1[cH:38][cH:39][cH:40][cH:41][cH:42]1)=[O:36].[Cl:49][CH2:50][Cl:51].[K+:43].[K+:44].[O-:45][C:46]([O-:47])=[O:48].[OH:1][C:2]([C:3]([F:4])([F:5])[F:6])=[O:7]>>[CH2:13]([N:15]1[CH2:16][CH:17]([CH2:21][CH2:22][CH:23]([C:24](=[O:25])[NH:26][c:27]2[cH:28][cH:29][cH:30][cH:31][cH:32]2)[CH3:33])[CH2:18][CH2:19][CH2:20]1)[c:37]1[cH:38][cH:39][cH:40][cH:41][cH:42]1. Starting materials: CC(CCC1CCCN(C(=O)OC(C)(C)C)C1)C(=O)Nc1ccccc1, CC(=O)O, O=CCc1ccccc1, ClCCl, [K+], [K+], O=C([O-])[O-], O=C(O)C(F)(F)F. Yields the product CC(CCC1CCCN(Cc2ccccc2)C1)C(=O)Nc1ccccc1. The reactants are C(=O)C1=CC=C(OC2CCN(CC2)C(=O)OC(C)(C)C)C=C1 (t-Butyl 4-(4-formyl phenoxy)piperidine-1-carboxylate), C(CC(=O)O)(=O)O (malonic acid), N1CCCCC1 (piperidine). Solvent: N1=CC=CC=C1 (pyridine). Yields the product C(C)(C)(C)OC(=O)N1CCC(CC1)OC1=CC=C(C=C1)C=CC(=O)O (3-[4-(1-t-Butyloxycarbonyl piperidin-4-yloxy)phenyl]prop-2-ene-1-oic acid). As a reaction SMILES: C([C:3]1[CH:22]=[CH:21][C:6]([O:7][CH:8]2[CH2:13][CH2:12][N:11]([C:14]([O:16][C:17]([CH3:20])([CH3:19])[CH3:18])=[O:15])[CH2:10][CH2:9]2)=[CH:5][CH:4]=1)=O.[C:23](O)(=O)[CH2:24][C:25]([OH:27])=[O:26].N1CCCCC1>N1C=CC=CC=1>[C:17]([O:16][C:14]([N:11]1[CH2:12][CH2:13][CH:8]([O:7][C:6]2[CH:21]=[CH:22][C:3]([CH:23]=[CH:24][C:25]([OH:27])=[O:26])=[CH:4][CH:5]=2)[CH2:9][CH2:10]1)=[O:15])([CH3:19])([CH3:18])[CH3:20]. Reported procedure: A solution of t-Butyl 4-(4-formyl phenoxy)piperidine-1-carboxylate (50.2 grams, 0.164 moles, obtained in above step), malonic acid (50.6 grams, 0.486 moles) and piperidine (12.5 mL) in pyridine (250 mL) was stirred for 8 hours at 110° C. under nitrogen atmosphere.